This data is from the Open Reaction Database (ORD), a public repository of structured organic reaction records. The task is: describe an organic reaction: reactants, conditions, products, and yield The reactants are Cl.O.N1CCC(CC1)=O (4-piperidone monohydrate hydrochloride salt), COCCBr (2-bromoethyl methyl ether), C(=O)([O-])[O-].[K+].[K+] (K2CO3). Reported procedure: To a solution of 4-piperidone monohydrate hydrochloride salt (2.2 g, 14.32 mmol, 1 eq) in acetonitrile, 2-bromoethyl methyl ether (5.9 ml, 28.6 mmol, 2 eq), and K2CO3 (2 eq) was added and heated at reflux overnight. Reaction extracted into dichloromethane (50 ml), washed with water (2×50 ml), dried (MgSO4), and evaporated in vacuo to give 1-(2-methoxy-ethyl)piperidin-4-one as a yellow oil. RXN SMILES: Cl.O.[NH:3]1[CH2:8][CH2:7][C:6](=[O:9])[CH2:5][CH2:4]1.[CH3:10][O:11][CH2:12][CH2:13]Br.C([O-])([O-])=O.[K+].[K+]>C(#N)C>[CH3:10][O:11][CH2:12][CH2:13][N:3]1[CH2:8][CH2:7][C:6](=[O:9])[CH2:5][CH2:4]1 |f:0.1.2,4.5.6|. Solvent: C(C)#N (acetonitrile). The product is COCCN1CCC(CC1)=O (1-(2-methoxy-ethyl)piperidin-4-one). The reactants are [OH-].[K+] (potassium hydroxide), C1OC=2C=C(C=CC2O1)O (3,4-methylendioxy-phenol), ClCC=C(CCOC(C)C)C (1-chloro-5-isopropoxy-3-methyl-2-pentene). Run in COCCOC (1,2-dimethoxyethane). Reaction conditions: time 18 hour. The product is C(C)(C)OCCC(=CCOC1=CC2=C(OCO2)C=C1)C (5-(5-Isopropoxy-3-methyl-2-pentenyloxy)-1,3-benzodioxol). As a reaction SMILES: [OH-].[K+].[CH2:3]1[O:11][C:10]2[CH:9]=[CH:8][C:7]([OH:12])=[CH:6][C:5]=2[O:4]1.Cl[CH2:14][CH:15]=[C:16]([CH3:23])[CH2:17][CH2:18][O:19][CH:20]([CH3:22])[CH3:21]>COCCOC>[CH:20]([O:19][CH2:18][CH2:17][C:16]([CH3:23])=[CH:15][CH2:14][O:12][C:7]1[CH:8]=[CH:9][C:10]2[O:11][CH2:3][O:4][C:5]=2[CH:6]=1)([CH3:22])[CH3:21] |f:0.1|. Procedure: 1.7 g (0.03 mol) of pulverised potassium hydroxide are added to a solution of 4.1 g (0.03 mol) of 3,4-methylendioxy-phenol and 6.2 g (0.035 mol) of 1-chloro-5-isopropoxy-3-methyl-2-pentene in 100 cc of 1,2-dimethoxyethane. The mixture is stirred at 60° for a period of 18 hours, is subsequently filtered and evaporated at reduced pressure. The residue is dissolved in ether, washed with 5% solution of sodium hydroxide and subsequently with saturated salt solution, dried with sodium sulphate and eva... Starting materials: CC=CC(=O)N1C(=O)OCC1c1ccccc1, C1CCOC1, CCC[Mg+], [Cl-], [Cu]. The product is CCCC(C)CC(=O)N1C(=O)OCC1c1ccccc1. Reaction SMILES: [C:6]([CH:7]=[CH:8][CH3:9])(=[O:10])[N:11]1[C:12](=[O:22])[O:13][CH2:14][CH:15]1[c:16]1[cH:17][cH:18][cH:19][cH:20][cH:21]1.[CH2:23]1[O:24][CH2:25][CH2:26][CH2:27]1.[CH2:2]([CH2:3][CH3:4])[Mg+:5].[Cl-:1].[Cu:28]>>[CH2:2]([CH2:3][CH3:4])[CH:8]([CH2:7][C:6](=[O:10])[N:11]1[C:12](=[O:22])[O:13][CH2:14][CH:15]1[c:16]1[cH:17][cH:18][cH:19][cH:20][cH:21]1)[CH3:9]. The reactants are C(CCC)OC1=NC=C(C=C1C=1NC(C=2C(N1)=C(N(N2)CCOC)CC)=O)I (5-(2-Butoxy-5-iodo-3-pyridinyl)-3-ethyl-2-(2-methoxyethyl)-2,6-dihydro-7H-pyrazolo[4,3-d]pyrimidin-7-one), C(=O)([O-])[O-].[K+].[K+] (K2CO3), B(C1=CC(=CC=C1)C(F)(F)F)(O)O (3-trifluoromethylboronic acid). The reagents and catalysts are C=1C=CC(=CC1)[P](C=2C=CC=CC2)(C=3C=CC=CC3)[Pd]([P](C=4C=CC=CC4)(C=5C=CC=CC5)C=6C=CC=CC6)([P](C=7C=CC=CC7)(C=8C=CC=CC8)C=9C=CC=CC9)[P](C=1C=CC=CC1)(C=1C=CC=CC1)C=1C=CC=CC1 (Pd(PPh3)4). Run in O1CCOCC1 (dioxan). The product is C(CCC)OC1=NC=C(C=C1C=1NC(C=2C(N1)=C(N(N2)CCOC)CC)=O)C2=CC(=CC=C2)C(F)(F)F (5-{2-Butoxy-5-[3-(trifluoromethyl)phenyl]-3-pyridinyl}-3-ethyl-2-(2-methoxyethyl)-2,6-dihydro-7H-pyrazolo[4,3-d]pyrimidin-7-one). Isolated yield 70.0%. As a reaction SMILES: [CH2:1]([O:5][C:6]1[C:11]([C:12]2[NH:13][C:14](=[O:27])[C:15]3[C:16](=[C:18]([CH2:25][CH3:26])[N:19]([CH2:21][CH2:22][O:23][CH3:24])[N:20]=3)[N:17]=2)=[CH:10][C:9](I)=[CH:8][N:7]=1)[CH2:2][CH2:3][CH3:4].C([O-])([O-])=O.[K+].[K+].B(O)(O)[C:36]1[CH:41]=[CH:40][CH:39]=[C:38]([C:42]([F:45])([F:44])[F:43])[CH:37]=1>O1CCOCC1.C1C=CC([P]([Pd]([P](C2C=CC=CC=2)(C2C=CC=CC=2)C2C=CC=CC=2)([P](C2C=CC=CC=2)(C2C=CC=CC=2)C2C=CC=CC=2)[P](C2C=CC=CC=2)(C2C=CC=CC=2)C2C=CC=CC=2)(C2C=CC=CC=2)C2C=CC=CC=2)=CC=1>[CH2:1]([O:5][C:6]1[C:11]([C:12]2[NH:13][C:14](=[O:27])[C:15]3[C:16](=[C:18]([CH2:25][CH3:26])[N:19]([CH2:21][CH2:22][O:23][CH3:24])[N:20]=3)[N:17]=2)=[CH:10][C:9]([C:36]2[CH:41]=[CH:40][CH:39]=[C:38]([C:42]([F:45])([F:44])[F:43])[CH:37]=2)=[CH:8][N:7]=1)[CH2:2][CH2:3][CH3:4] |f:1.2.3,^1:57,59,78,97|. Reported procedure: 5-(2-Butoxy-5-iodo-3-pyridinyl)-3-ethyl-2-(2-methoxyethyl)-2,6-dihydro-7H-pyrazolo[4,3-d]pyrimidin-7-one (Example 1) (140 mg, 0.28 mmol), K2CO3 (78 mg, 0.56 mmol) and 3-trifluoromethylboronic acid (60 mg, 0.34 mmol) were stirred together in aqueous dioxan under a nitrogen atmosphere. The mixture was immersed in a pre-heated oil bath at 120° C. for a few minutes and Pd(PPh3)4 (34 mg, 0.028 mmol) was added. The mixture was heated at reflux for 2 h and then cooled. The cooled mixture was concentrat...